From a dataset of the Open Reaction Database (ORD), a public repository of structured organic reaction records. describe an organic reaction: reactants, conditions, products, and yield Reactants: O=C(CNC(=O)c1ccc(F)c(C(F)(F)F)c1)NC1CNC1, O=C1CCC(c2ccccc2)CC1. The product is O=C(CNC(=O)c1ccc(F)c(C(F)(F)F)c1)NC1CN(C2CCC(c3ccccc3)CC2)C1. As a reaction SMILES: [NH:14]1[CH2:15][CH:16]([NH:18][C:19](=[O:20])[CH2:21][NH:22][C:23]([c:24]2[cH:25][c:26]([C:31]([F:32])([F:33])[F:34])[c:27]([F:30])[cH:28][cH:29]2)=[O:35])[CH2:17]1.[c:1]1([CH:7]2[CH2:8][CH2:9][C:10](=[O:13])[CH2:11][CH2:12]2)[cH:2][cH:3][cH:4][cH:5][cH:6]1>>[c:1]1([CH:7]2[CH2:8][CH2:9][CH:10]([N:14]3[CH2:15][CH:16]([NH:18][C:19](=[O:20])[CH2:21][NH:22][C:23]([c:24]4[cH:25][c:26]([C:31]([F:32])([F:33])[F:34])[c:27]([F:30])[cH:28][cH:29]4)=[O:35])[CH2:17]3)[CH2:11][CH2:12]2)[cH:2][cH:3][cH:4][cH:5][cH:6]1. Reactants: C(CCC)(=O)C=1C=CC(=C(C(=O)O)C1)OC (5-butanoyl-2-methoxybenzoic acid), O=S(Cl)Cl (SOCl2). Run at temperature 30 celsius. Yields the product C(CCC)(=O)C=1C=CC(=C(C(=O)Cl)C1)OC (5-butanoyl-2-methoxybenzoyl chloride). Yield: 90.0%. As a reaction SMILES: [C:1]([C:6]1[CH:7]=[CH:8][C:9]([O:15][CH3:16])=[C:10]([CH:14]=1)[C:11](O)=[O:12])(=[O:5])[CH2:2][CH2:3][CH3:4].O=S(Cl)[Cl:19]>>[C:1]([C:6]1[CH:7]=[CH:8][C:9]([O:15][CH3:16])=[C:10]([CH:14]=1)[C:11]([Cl:19])=[O:12])(=[O:5])[CH2:2][CH2:3][CH3:4]. Procedure details: 206 g of the acid obtained in Example 4 (0.927 mole), 1 liter of CHCl2, are introduced into a triple-tube flask and 1.11 mole of SOCl2 (80 ml) are added with care. The mixture is maintained for 24 hours at 30° C. and the solvents are then removed. Retreatment with 200 ml of benzene is carried out three times by removing the solvent in vacuo each time. 200 g of the product having a melting point of 65° C. (cyclohexane) are thus obtained with a yield of 90%. IR spectrum (KBr) CO: 1670 and 1780 cm-... The reactants are O1C=NC(=C1)CN (oxazol-4-ylmethanamine), S1C(=NC=C1)CN (thiazol-2-ylmethanamine), FC1=CC=C(CN2C(N(CC2)C=2C=C(C(=O)O)C=CN2)=O)C=C1 (2-(3-(4-fluorobenzyl)-2-oxoimidazolidin-1-yl)isonicotinic acid). Product: FC1=CC=C(CN2C(N(CC2)C=2C=C(C(=O)NCC=3SC=CN3)C=CN2)=O)C=C1 (2-(3-(4-fluorobenzyl)-2-oxoimidazolidin-1-yl)-N-(thiazol-2-ylmethyl)isonicotinamide). The yield is 88.0%. RXN SMILES: O1C=C(CN)N=C1.[S:8]1[CH:12]=[CH:11][N:10]=[C:9]1[CH2:13][NH2:14].[F:15][C:16]1[CH:37]=[CH:36][C:19]([CH2:20][N:21]2[CH2:25][CH2:24][N:23]([C:26]3[CH:27]=[C:28]([CH:32]=[CH:33][N:34]=3)[C:29](O)=[O:30])[C:22]2=[O:35])=[CH:18][CH:17]=1>>[F:15][C:16]1[CH:17]=[CH:18][C:19]([CH2:20][N:21]2[CH2:25][CH2:24][N:23]([C:26]3[CH:27]=[C:28]([CH:32]=[CH:33][N:34]=3)[C:29]([NH:14][CH2:13][C:9]3[S:8][CH:12]=[CH:11][N:10]=3)=[O:30])[C:22]2=[O:35])=[CH:36][CH:37]=1. Procedure details: Following the procedure as described in Example 14, making variations as required to replace oxazol-4-ylmethanamine with thiazol-2-ylmethanamine to react with 2-(3-(4-fluorobenzyl)-2-oxoimidazolidin-1-yl)isonicotinic acid, 2-(3-(4-fluorobenzyl)-2-oxoimidazolidin-1-yl)-N-(thiazol-2-ylmethyl)isonicotinamide was obtained as a colorless solid in 88% yield: mp 123-125° C.; NMR (300 MHz, CDCl3) δ 8.64 (s, 1H), 8.35 (d, J=5.1 Hz, 1H), 7.70 (d, J=2.7 Hz, 1H), 7.39-7.21 (m, 5H), 7.04-6.99 (m, 2H), 4.93 (... Reactants: CC(=O)O, CCC(N)C(=O)O, CC(=O)OC(C)=O. Product: CCC(NC(C)=O)C(=O)O. Reaction SMILES: [CH3:15][C:16](=[O:17])[OH:18].[CH3:1][CH2:2][CH:3]([NH2:4])[C:5]([OH:6])=[O:7].[CH3:8][C:9](=[O:10])[O:11][C:12](=[O:13])[CH3:14]>>[CH3:1][CH2:2][CH:3]([NH:4][C:9]([CH3:8])=[O:10])[C:5]([OH:6])=[O:7]. Reactants: NC1=CC=C(OC2=NC=CC=C2C2=NC(=NC=C2)N)C=C1 (4-(2-(4-aminophenoxy)pyridin-3-yl)pyrimidin-2-amine), CN1C(=NN=C1C1=CC=CC=C1)S(=O)(=O)C (4-methyl-3-(methylsulfonyl)-5-phenyl-4H-1,2,4-triazole), C[Si](C)(C)[N-][Si](C)(C)C.[Li+] (lithium bis(trimethylsilyl) amide). Run in C1CCOC1 (THF), O1CCCC1 (tetrahydrofuran). Conditions: temperature 70 celsius, time 2 hour. Product: CN1C(=NN=C1C1=CC=CC=C1)NC1=CC=C(OC2=NC=CC=C2C2=NC(=NC=C2)N)C=C1 (4-(2-(4-(4-methyl-5-phenyl-4H-1,2,4-triazol-3-ylamino)phenoxy)pyridin-3-yl)pyrimidin-2-amine). Reaction SMILES: [NH2:1][C:2]1[CH:21]=[CH:20][C:5]([O:6][C:7]2[C:12]([C:13]3[CH:18]=[CH:17][N:16]=[C:15]([NH2:19])[N:14]=3)=[CH:11][CH:10]=[CH:9][N:8]=2)=[CH:4][CH:3]=1.[CH3:22][N:23]1[C:27]([C:28]2[CH:33]=[CH:32][CH:31]=[CH:30][CH:29]=2)=[N:26][N:25]=[C:24]1S(C)(=O)=O.C[Si]([N-][Si](C)(C)C)(C)C.[Li+]>C1COCC1>[CH3:22][N:23]1[C:27]([C:28]2[CH:29]=[CH:30][CH:31]=[CH:32][CH:33]=2)=[N:26][N:25]=[C:24]1[NH:1][C:2]1[CH:21]=[CH:20][C:5]([O:6][C:7]2[C:12]([C:13]3[CH:18]=[CH:17][N:16]=[C:15]([NH2:19])[N:14]=3)=[CH:11][CH:10]=[CH:9][N:8]=2)=[CH:4][CH:3]=1 |f:2.3|. Procedure: To a slurry of 4-(2-(4-aminophenoxy)pyridin-3-yl)pyrimidin-2-amine (0.150 g, 0.54 mmol) and 4-methyl-3-(methylsulfonyl)-5-phenyl-4H-1,2,4-triazole (0.14 g, 0.59 mmol) in 0.6 mL THF was added lithium bis(trimethylsilyl) amide, 1.0 m solution in tetrahydrofuran (1.1 ml, 1.1 mmol). The reaction became a solid, and was sealed and heated to 70° C., at which point it became a heterogeneous brown mixture that could be stirred. After 2 h, the reaction did not appear to make further progress. The reactio...